This data is from the Open Reaction Database (ORD), a public repository of structured organic reaction records. The task is: describe an organic reaction: reactants, conditions, products, and yield Starting materials: C(C)C1=NC=NC2=CC(=C(C=C12)O)OC (4-ETHYL-7-METHOXYQUINAZOLIN-6-OL), COC1=C(C=CC=C1)O (2-Methoxyphenol), ClCC(=O)Cl (chloroacetyl chloride). Product: ClCC(=O)OC1=C(C=CC=C1)OC (2-methoxyphenyl chloroacetate). Yield: 75.0%. Reaction SMILES: C(C1[C:12]2[C:7](=[CH:8][C:9]([O:14][CH3:15])=[C:10](O)[CH:11]=2)N=CN=1)C.C[O:17]C1C=CC=CC=1O.[Cl:25][CH2:26][C:27](Cl)=[O:28]>>[Cl:25][CH2:26][C:27]([O:28][C:8]1[CH:7]=[CH:12][CH:11]=[CH:10][C:9]=1[O:14][CH3:15])=[O:17]. Procedure details: 4-ETHYL-7-METHOXYQUINAZOLIN-6-OL.--2-Methoxyphenol was esterified by reaction with chloroacetyl chloride to give in 75% yield, 2-methoxyphenyl chloroacetate, m.p. 60°-61.5°. This material was acylated with propionic acid in the presence of polyphosphoric acid to produce 2-methoxy-5-propionylphenyl chloroacetate in 75% yield, m.p. 77°-79.5° C. This ester was hydrolyzed with sodium acetate in methanol to yield 1-(3-hydroxy-4-methoxyphenyl)-1-propanone, m.p. 91°-92°, yield 90%. Benzylation of the l... The reactants are FC1=C(C(=CC=C1)F)C=1OCC(N1)(C)C (2-(2,6-difluorophenyl)-4,4-dimethyloxazoline), O (water), FC1=CC=C(C=C1)S (4-fluorothiophenol), C(CCC)[Li] (n-butyllithium), solution. Product: FC1=CC=C(C=C1)SC1=C(C(=CC=C1)F)C=1OCC(N1)(C)C (2-[2-(4-fluorophenylthio)-6-fluorophenyl]-4,4-dimethyloxazoline). As a reaction SMILES: [F:1][C:2]1[CH:7]=[CH:6][C:5]([SH:8])=[CH:4][CH:3]=1.C([Li])CCC.[F:14][C:15]1[CH:20]=[CH:19][CH:18]=[C:17](F)[C:16]=1[C:22]1[O:23][CH2:24][C:25]([CH3:28])([CH3:27])[N:26]=1.O>C1COCC1.CCCCCC.CCCCCC.C(OCC)(=O)C>[F:1][C:2]1[CH:7]=[CH:6][C:5]([S:8][C:17]2[CH:18]=[CH:19][CH:20]=[C:15]([F:14])[C:16]=2[C:22]2[O:23][CH2:24][C:25]([CH3:28])([CH3:27])[N:26]=2)=[CH:4][CH:3]=1 |f:6.7|. Run in C1CCOC1 (THF), CCCCCC.C(C)(=O)OCC (hexane ethyl acetate), C1CCOC1 (THF), CCCCCC (hexane). Reaction conditions: time 30 minute. Procedure details: To a solution of 4-fluorothiophenol (3.64 g, 28.4 mmol) in 50 ml of dry THF at -78° C. is added n-butyllithium (17.8 ml of a 1.6M solution in hexane). After 30 minutes, 2-(2,6-difluorophenyl)-4,4-dimethyloxazoline (5.0 g, 23.7 mmol) in 10 ml of dry THF is added dropwise. The reaction mixture is allowed to warm to room temperature and then is heated to 60° C. for 5.5 hours. After cooling, the reaction mixture is poured into water and then extracted with diethyl ether. The extracts are washed with... Starting materials: compound, Cl.CN(CCCN=C=NC)C (1-(3-dimethylaminopropyl)-3-methylcarbodiimide hydrochloride), ON1N=NC2=C1C=CC=C2 (1-hydroxybenzotriazole), C(C)(C)(C)OC(=O)N[C@H](C(=O)O)CC1=CC=C(C=C1)C#N ((S)-2-(t-butoxycarbonylamino)-3-(4-cyanophenyl)propionic acid), FC(C(=O)O)(F)F (Trifluoroacetic acid), CN1CCOCC1 (N-methylmorpholine). The solvent is ClCCl (dichloromethane), CN(C=O)C (dimethylformamide). Reaction conditions: temperature 0 celsius. Yields the product COC(CN(C)C([C@H](CC1=CC=C(C=C1)C#N)NC(=O)OC(C)(C)C)=O)=O ({[(S)-2-(t-butoxycarbonylamino)-3-(4-cyanophenyl)-propionyl]-methylamino}-acetic acid methyl ester). Yield: 90.0%. As a reaction SMILES: [C:1]([O:5][C:6]([NH:8][C@@H:9]([CH2:13][C:14]1[CH:19]=[CH:18][C:17]([C:20]#[N:21])=[CH:16][CH:15]=1)[C:10]([OH:12])=O)=[O:7])([CH3:4])([CH3:3])[CH3:2].Cl.CN(C)CCCN=C=NC.[OH:33]N1C2C=CC=CC=2N=N1.FC(F)(F)C(O)=O.[CH3:50][N:51]1C[CH2:55][O:54][CH2:53][CH2:52]1>CN(C)C=O.ClCCl>[CH3:55][O:54][C:53](=[O:33])[CH2:52][N:51]([C:10](=[O:12])[C@@H:9]([NH:8][C:6]([O:5][C:1]([CH3:2])([CH3:3])[CH3:4])=[O:7])[CH2:13][C:14]1[CH:19]=[CH:18][C:17]([C:20]#[N:21])=[CH:16][CH:15]=1)[CH3:50] |f:1.2|. Procedure details: (S)-2-(t-butoxycarbonylamino)-3-(4-cyanophenyl)propionic acid(0.5 g, 1.72 mmole) was dissolved in dimethylformamide (DMF). The resulting solution was cooled down to 0° C., and then 1-(3-dimethylaminopropyl)-3-methylcarbodiimide hydrochloride(EDC, 0.39 g) and 1-hydroxybenzotriazole(HOBT, 0.28 g) were added thereto and stirred until they are completely dissolved. Separately, the compound(0.35 g, 1.72 mmole) prepared in Preparation 7 was dissolved in dichloromethane(2 ml) and cooled down to -10° C.... As a reaction SMILES: [Br:16][CH2:17][CH2:18][CH2:19][Br:20].[C:1](#[N:2])[CH2:3][c:4]1[cH:5][c:6]([C:7](=[O:8])[O:9][CH3:10])[cH:11][cH:12][cH:13]1.[CH3:21][S:22](=[O:23])[CH3:24].[H-:14].[Na+:15]>>[C:1](#[N:2])[C:3]1([c:4]2[cH:5][c:6]([C:7](=[O:8])[O:9][CH3:10])[cH:11][cH:12][cH:13]2)[CH2:17][CH2:18][CH2:19]1. Starting materials: BrCCCBr, COC(=O)c1cccc(CC#N)c1, CS(C)=O, [H-], [Na+]. The product is COC(=O)c1cccc(C2(C#N)CCC2)c1. Reactants: C(C)(C)(C)OC(=O)N1C[C@H]([C@@H](C1)CN(C(C1=CC(=C(C=C1)OC)OCCCOC)=O)C(C)C)CO ((3S*,4R*)-3-hydroxymethyl-4-({isopropyl-[4-methoxy-3-(3-methoxy-propoxy)-benzoyl]-amino}-methyl)-pyrrolidine-1-carboxylic acid tert-butyl ester), CC#N.O (CH3CN H2O), CC(=O)OI1(C=2C=CC=CC2C(=O)O1)(OC(=O)C)OC(=O)C (Dess-Martin periodinane), C(=O)OC(C)(C)C (H-BOC). The solvent is O (H2O), CC#N (CH3CN), CC#N (CH3CN), C(Cl)Cl (CH2Cl2), C(Cl)Cl (CH2Cl2). The product is C(C)(C)(C)OC(=O)N1C[C@H]([C@@H](C1)CN(C(C1=CC(=C(C=C1)OC)OCCCOC)=O)C(C)C)C=O ((3S*,4R*)-3-Formyl-4-({isopropyl-[4-methoxy-3-(3-methoxy-propoxy)-benzoyl]-amino}-methyl)-pyrrolidine-1-carboxylic acid tert-butyl ester). Reaction SMILES: [C:1]([O:5][C:6]([N:8]1[CH2:12][C@@H:11]([CH2:13][N:14]([CH:31]([CH3:33])[CH3:32])[C:15](=[O:30])[C:16]2[CH:21]=[CH:20][C:19]([O:22][CH3:23])=[C:18]([O:24][CH2:25][CH2:26][CH2:27][O:28][CH3:29])[CH:17]=2)[C@H:10]([CH2:34][OH:35])[CH2:9]1)=[O:7])([CH3:4])([CH3:3])[CH3:2].CC(OI1(OC(C)=O)(OC(C)=O)OC(=O)C2C=CC=CC1=2)=O.C(OC(C)(C)C)=O.CC#N.O>C(Cl)Cl.O.CC#N>[C:1]([O:5][C:6]([N:8]1[CH2:12][C@@H:11]([CH2:13][N:14]([CH:31]([CH3:32])[CH3:33])[C:15](=[O:30])[C:16]2[CH:21]=[CH:20][C:19]([O:22][CH3:23])=[C:18]([O:24][CH2:25][CH2:26][CH2:27][O:28][CH3:29])[CH:17]=2)[C@H:10]([CH:34]=[O:35])[CH2:9]1)=[O:7])([CH3:4])([CH3:3])[CH3:2] |f:3.4|. Procedure: The title compound is prepared in a similar manner as described for Example 9/reaction step I, from (3S*,4R*)-3-hydroxymethyl-4-({isopropyl-[4-methoxy-3-(3-methoxy-propoxy)-benzoyl]-amino}-methyl)-pyrrolidine-1-carboxylic acid tert-butyl ester (4.9 g, 9.95 mmol) and Dess-Martin periodinane (4.22 g, 9.95 mmol) in CH2Cl2 (30 mL), slowly wet CH2Cl2 (0.20 mL of water in 30 mL of CH2Cl2) as colorless oil. MS: 437.2 [M+H-BOC]+. tR (HPLC, Nucleosil C18 column, 5-100% CH3CN/H2O/6 min, 100% CH3CN/1.5 min...